Dataset: the Open Reaction Database (ORD), a public repository of structured organic reaction records. Task: describe an organic reaction: reactants, conditions, products, and yield Starting materials: ClC1=CC=C(C=C1)C(C(C)=O)(CC)C (3-(4-chlorophenyl)-3-methyl-2-pentanone), O(C1=CC=CC=C1)C=1C=C(C=O)C=CC1 (3-phenoxybenzaldehyde). The product is O(C1=CC=CC=C1)C=1C=C(C=CC1)CCCC(CC)(C)C1=CC=C(C=C1)Cl (1-(3-phenoxyphenyl)-4-(4-chlorophenyl)-4-methyl-hexane). As a reaction SMILES: [Cl:1][C:2]1[CH:7]=[CH:6][C:5]([C:8]([CH3:14])([CH2:12][CH3:13])[C:9](=O)[CH3:10])=[CH:4][CH:3]=1.[O:15]([C:22]1[CH:23]=[C:24]([CH:27]=[CH:28][CH:29]=1)[CH:25]=O)[C:16]1[CH:21]=[CH:20][CH:19]=[CH:18][CH:17]=1>>[O:15]([C:22]1[CH:23]=[C:24]([CH2:25][CH2:10][CH2:9][C:8]([C:5]2[CH:6]=[CH:7][C:2]([Cl:1])=[CH:3][CH:4]=2)([CH3:14])[CH2:12][CH3:13])[CH:27]=[CH:28][CH:29]=1)[C:16]1[CH:17]=[CH:18][CH:19]=[CH:20][CH:21]=1. Procedure: In the same manner as described in Synthesis Example 2, 3-(4-chlorophenyl)-3-methyl-2-pentanone and 3-phenoxybenzaldehyde were treated to give 1-(3-phenoxyphenyl)-4-(4-chlorophenyl)-4-methyl-hexane. The reactants are C(C)(C)C=1C=C(C=CC1)C1(CC1)N (1-(3-isopropyl-phenyl)-cyclopropylamine), N12CC(C(CC1)CC2)CC(=O)O ((1-aza-bicyclo[2.2.2]oct-3-yl)-acetic acid). The product is N12CC(C(CC1)CC2)CC(=O)NC2(CC2)C2=CC(=CC=C2)C(C)C (2-(1-aza-bicyclo[2.2.2]oct-3-yl)-N-[1-(3-isopropyl-phenyl)-cyclopropyl]-acetamide). The yield is 13.6%. RXN SMILES: [CH:1]([C:4]1[CH:5]=[C:6]([C:10]2([NH2:13])[CH2:12][CH2:11]2)[CH:7]=[CH:8][CH:9]=1)([CH3:3])[CH3:2].[N:14]12[CH2:21][CH2:20][CH:17]([CH2:18][CH2:19]1)[CH:16]([CH2:22][C:23](O)=[O:24])[CH2:15]2>>[N:14]12[CH2:19][CH2:18][CH:17]([CH2:20][CH2:21]1)[CH:16]([CH2:22][C:23]([NH:13][C:10]1([C:6]3[CH:7]=[CH:8][CH:9]=[C:4]([CH:1]([CH3:3])[CH3:2])[CH:5]=3)[CH2:12][CH2:11]1)=[O:24])[CH2:15]2. Reported procedure: Using general procedure I, 1-(3-isopropyl-phenyl)-cyclopropylamine (278 mg, 1.58 mmol) and (1-aza-bicyclo[2.2.2]oct-3-yl)-acetic acid (267 mg, 1.58 mmol) gave the title compound as a white solid (70 mg, 14%). 1H NMR (400 MHz, CD3OD) δ 7.16 (t, J=8.0 Hz, 1H), 7.07 (s, 1H), 6.97 (dd, J=19.2, 7.6 Hz, 2H), 3.16-3.23 (m, 1H), 2.79-2.97 (m, 5H), 2.51-2.58 (m, 1H), 2.23-2.41 (m, 3H), 1.83-1.92 (m, 1H), 1.68-1.81 (m, 3H), 1.54-1.62 (m, 1H), 1.15-1.25 (m, 10H) ppm. 13C NMR (400 MHz, CD3OD) δ 173.6, 148.5... Starting materials: FC1=C(C(=CC=C1)F)N1C(C=CC2=C1N=C(N=C2C=2C=C(C(=O)O)C=CC2C)SC)=O (3-[8-(2,6-difluorophenyl)-2-(methylthio)-7-oxo-7,8-dihydropyrido[2,3-d]pyrimidin-4-yl]-4-methylbenzoic acid), CN(CCCNC)C (N,N,N′-trimethyl-1,3-propanediamine), CC(C)N (2-propanamine), amide. Yields the product FC1=C(C(=CC=C1)F)N1C(C=CC2=C1N=C(N=C2C=2C=C(C(=O)NC(C)C)C=CC2C)N(C)CCCN(C)C)=O (3-{8-(2,6-difluorophenyl)-2-[[3-(dimethylamino)propyl](methyl)amino]-7-oxo-7,8-dihydropyrido[2,3-d]pyrimidin-4-yl}-4-methyl-N-(1-methylethyl)benzamide). RXN SMILES: [F:1][C:2]1[CH:7]=[CH:6][CH:5]=[C:4]([F:8])[C:3]=1[N:9]1[C:14]2[N:15]=[C:16](SC)[N:17]=[C:18]([C:19]3[CH:20]=[C:21]([CH:25]=[CH:26][C:27]=3[CH3:28])[C:22]([OH:24])=O)[C:13]=2[CH:12]=[CH:11][C:10]1=[O:31].[CH3:32][CH:33]([NH2:35])[CH3:34].[CH3:36][N:37]([CH3:43])[CH2:38][CH2:39][CH2:40][NH:41][CH3:42]>>[F:1][C:2]1[CH:7]=[CH:6][CH:5]=[C:4]([F:8])[C:3]=1[N:9]1[C:14]2[N:15]=[C:16]([N:41]([CH2:40][CH2:39][CH2:38][N:37]([CH3:43])[CH3:36])[CH3:42])[N:17]=[C:18]([C:19]3[CH:20]=[C:21]([CH:25]=[CH:26][C:27]=3[CH3:28])[C:22]([NH:35][CH:33]([CH3:34])[CH3:32])=[O:24])[C:13]=2[CH:12]=[CH:11][C:10]1=[O:31]. Procedure details: The title compound was prepared from 3-[8-(2,6-difluorophenyl)-2-(methylthio)-7-oxo-7,8-dihydropyrido[2,3-d]pyrimidin-4-yl]-4-methylbenzoic acid by following the procedures in Example 19 using 2-propanamine for the amide formation and N,N,N′-trimethyl-1,3-propanediamine for the displacement reaction (88%). LC-MS (ES) m/z 549 (M+H)+; 1H-NMR(MeOD) δ 1.27 (d, 6H), 1.60 (m, 1H), 1.80 (m, 1H), 2.06 (m, 1H), 2.22 (m, 6H), 2.33 (m, 4H), 2.86 (m, 1H), 3.19 (m, 2H), 3.40 (m, 1H), 3.70 (m, 1H), 4.30 (m, 1... Reactants: OC(C(=O)OCC)(CS(=O)(=O)C1=CC=C(C=C1)C1=CC=CC=C1)CS(=O)(=O)C1=CC=C(C=C1)OC (2-hydroxy-2-[(4-methoxybenzenesulfonyl)methyl]-3-(4-phenylbenzenesulfonyl)propionic acid, ethyl ester), [OH-].[Na+] (sodium hydroxide). The solvent is CO (methanol). Conditions: time 1 hour. The product is OC(C(=O)O)(CS(=O)(=O)C1=CC=C(C=C1)C1=CC=CC=C1)CS(=O)(=O)C1=CC=C(C=C1)OC (2-Hydroxy-2-[(4-methoxybenzenesulfonyl)methyl]-3-(4-phenylbenzenesulfonyl)-propionic Acid). As a reaction SMILES: [OH:1][C:2]([CH2:24][S:25]([C:28]1[CH:33]=[CH:32][C:31]([O:34][CH3:35])=[CH:30][CH:29]=1)(=[O:27])=[O:26])([CH2:8][S:9]([C:12]1[CH:17]=[CH:16][C:15]([C:18]2[CH:23]=[CH:22][CH:21]=[CH:20][CH:19]=2)=[CH:14][CH:13]=1)(=[O:11])=[O:10])[C:3]([O:5]CC)=[O:4].[OH-].[Na+]>CO>[OH:1][C:2]([CH2:24][S:25]([C:28]1[CH:29]=[CH:30][C:31]([O:34][CH3:35])=[CH:32][CH:33]=1)(=[O:27])=[O:26])([CH2:8][S:9]([C:12]1[CH:13]=[CH:14][C:15]([C:18]2[CH:23]=[CH:22][CH:21]=[CH:20][CH:19]=2)=[CH:16][CH:17]=1)(=[O:11])=[O:10])[C:3]([OH:5])=[O:4] |f:1.2|. Procedure: To a solution of 2-hydroxy-2-[(4-methoxybenzenesulfonyl)methyl]-3-(4-phenylbenzenesulfonyl)propionic acid, ethyl ester (0.70 g, 1.3 mmol) in 25 mL of methanol is added sodium hydroxide (25 mmol in 10 mL of water). The reaction mixture is stirred at ambient temperature for 1 hour, and then quenched by the addition of 25 mL of 1N HCl. Methanol is removed under reduced pressure, and the product is extracted with several portions of ethyl acetate. The organic phase is washed with brine, dried over m...